Dataset: the Open Reaction Database (ORD), a public repository of structured organic reaction records. Task: describe an organic reaction: reactants, conditions, products, and yield The reactants are [OH-].[Na+] (sodium hydroxide), Cl (hydrochloric acid), C(#C)C=1C=C2C=CN(C2=CC1)C1=CC=C(C=C1)F (5-ethynyl-1-(4-fluorophenyl)-1H-indole), N(=[N+]=[N-])[Si](C)(C)C (azidotrimethylsilane). Run in ClCCl (dichloromethan). Reaction conditions: temperature 170 celsius, time 2 hour. Yields the product FC1=CC=C(C=C1)N1C=CC2=CC(=CC=C12)C=1N=NNC1 (1-(4-Fluorophenyl)-5-triazol-4-yl-1H-indole). The yield is 103.9%. Reaction SMILES: [C:1]([C:3]1[CH:4]=[C:5]2[C:9](=[CH:10][CH:11]=1)[N:8]([C:12]1[CH:17]=[CH:16][C:15]([F:18])=[CH:14][CH:13]=1)[CH:7]=[CH:6]2)#[CH:2].[N:19]([Si](C)(C)C)=[N+:20]=[N-:21].[OH-].[Na+].Cl>ClCCl>[F:18][C:15]1[CH:16]=[CH:17][C:12]([N:8]2[C:9]3[C:5](=[CH:4][C:3]([C:1]4[N:19]=[N:20][NH:21][CH:2]=4)=[CH:11][CH:10]=3)[CH:6]=[CH:7]2)=[CH:13][CH:14]=1 |f:2.3|. Procedure: A mixture of 5-ethynyl-1-(4-fluorophenyl)-1H-indole (9.6 g) and neat azidotrimethylsilane (21.7 g) was heated in a sealed tube at 170° C. for 24 h. The reaction mixture was cooled to 0° C. and a mixture of dichloromethan (150 mL) and 2 N aqueous sodium hydroxide was added. After stirring at room temperature for 2 h, the mixture was acidified with concentrated hydrochloric acid. The phases were separated and the aqueous phase was extracted with dichloromethane (2×200 mL). The combined organic pha... Isolated yield 77.7%. As a reaction SMILES: Br[C:2]1[N:6]2[C:7]3[C:12]([N:13]=[C:14]([CH3:15])[C:5]2=[C:4]([CH3:17])[N:3]=1)=[CH:11][CH:10]=[C:9]([F:16])[CH:8]=3.[Cl:18][C:19]1[CH:20]=[C:21](B(O)O)[CH:22]=[C:23]([Cl:25])[CH:24]=1.C([O-])([O-])=O.[K+].[K+]>C1C=CC([P]([Pd]([P](C2C=CC=CC=2)(C2C=CC=CC=2)C2C=CC=CC=2)([P](C2C=CC=CC=2)(C2C=CC=CC=2)C2C=CC=CC=2)[P](C2C=CC=CC=2)(C2C=CC=CC=2)C2C=CC=CC=2)(C2C=CC=CC=2)C2C=CC=CC=2)=CC=1>[Cl:18][C:19]1[CH:20]=[C:21]([C:2]2[N:6]3[C:7]4[C:12]([N:13]=[C:14]([CH3:15])[C:5]3=[C:4]([CH3:17])[N:3]=2)=[CH:11][CH:10]=[C:9]([F:16])[CH:8]=4)[CH:22]=[C:23]([Cl:25])[CH:24]=1 |f:2.3.4,^1:38,40,59,78|. The product is ClC=1C=C(C=C(C1)Cl)C1=NC(=C2N1C1=CC(=CC=C1N=C2C)F)C (1-(3,5-Dichlorophenyl)-8-fluoro-3,4-dimethylimidazo[1,5-a]quinoxaline). Procedure: Following the general Suzuki coupling procedure, reaction of bromide 5A (75 mg, 0.25 mmol), 3,5-dichlorophenylboronic acid (58 mg, 0.30 mmol), K2CO3 (105 mg, 0.75 mmol) and Pd(PPh3)4 (5.8 mg, 0.005 mmol) provided the coupling product as a white powder (70 mg, 78% yield). EIMS 360.0 [M+H]+. Reagents/catalysts: C=1C=CC(=CC1)[P](C=2C=CC=CC2)(C=3C=CC=CC3)[Pd]([P](C=4C=CC=CC4)(C=5C=CC=CC5)C=6C=CC=CC6)([P](C=7C=CC=CC7)(C=8C=CC=CC8)C=9C=CC=CC9)[P](C=1C=CC=CC1)(C=1C=CC=CC1)C=1C=CC=CC1 (Pd(PPh3)4). Starting materials: BrC1=NC(=C2N1C1=CC(=CC=C1N=C2C)F)C (1-Bromo-8-fluoro-3,4-dimethylimidazo[1,5-a]quinoxaline), ClC=1C=C(C=C(C1)Cl)B(O)O (3,5-dichlorophenylboronic acid), C(=O)([O-])[O-].[K+].[K+] (K2CO3). The solvent is N1=CC=CC=C1 (pyridine). Procedure details: 2'-O-pentylguanosine (2.3 g) in pyridine (35 ml) was treated with trimethylsilyl chloride (4.15 ml, 5 eq) and isobutyryl chloride (3.4 ml, 5 eq) as per the procedure of Example 4 to yield the product as a foam (2.3 g). An analytical sample was crystallized from EtOAc/Hex. m.p. 178°-180° C. 1H NMR (DMSO-d6) δ 0.75 (t, 3, CH3), 1.1 [m, 10, 2×CH2, CH(CH3)2 ], 1.4 (m, 2, CH2), 2.74 [m, 1, CH(CH3)2 ], 3.56 (m, 4, OCH2, H-5'), 3.93 (m, 1, H-4'), 4.25 (m, 1), 4.34 (m, 1), 5.05 (t, 1, 5'-OH), 5.17 (d, 1... Reactants: C(CCCC)O[C@H]1[C@@H](O[C@@H]([C@H]1O)CO)N1C=NC=2C(=O)NC(N)=NC12 (2'-O-pentylguanosine), C[Si](C)(C)Cl (trimethylsilyl chloride), C(C(C)C)(=O)Cl (isobutyryl chloride). RXN SMILES: [CH2:1]([O:6][C@@H:7]1[C@H:11]([OH:12])[C@@H:10]([CH2:13][OH:14])[O:9][C@H:8]1[N:15]1[C:25]2[N:24]=[C:22]([NH2:23])[NH:21][C:19](=[O:20])[C:18]=2[N:17]=[CH:16]1)[CH2:2][CH2:3][CH2:4][CH3:5].C[Si](Cl)(C)C.[C:31](Cl)(=[O:35])[CH:32]([CH3:34])[CH3:33]>N1C=CC=CC=1>[C:31]([NH:23][C:22]1[NH:21][C:19](=[O:20])[C:18]2[N:17]=[CH:16][N:15]([C:25]=2[N:24]=1)[C@@H:8]1[O:9][C@H:10]([CH2:13][OH:14])[C@@H:11]([OH:12])[C@H:7]1[O:6][CH2:1][CH2:2][CH2:3][CH2:4][CH3:5])(=[O:35])[CH:32]([CH3:34])[CH3:33]. Yields the product C(C(C)C)(=O)NC=1NC(C=2N=CN([C@H]3[C@H](OCCCCC)[C@H](O)[C@@H](CO)O3)C2N1)=O (N2-Isobutyryl-2'-O-pentylguanosine). Starting materials: NCC(C)O ((RS)-1-amino-2-propanol), O=CCC1C(C2=CC=CC(=C2C1)Cl)=O ((RS)-2-(2-oxoethyl)-4-chloro-1-indanone), O (water). Reagents/catalysts: C1(=CC=C(C=C1)S(=O)(=O)O)C (p-toluenesulfonic acid). Run in C1(=CC=CC=C1)C (toluene), C1(=CC=CC=C1)C (toluene). Run at time 45 minute. Product: ClC1=C2CC3=C(N(C=C3)CC(C)O)C2=CC=C1 ((RS)-1-(5-chloro-1,4-dihydro-indeno[1,2-b]pyrrol-1-yl)-propan-2-ol). Yield: 59.5%. Reaction SMILES: O=[CH:2][CH2:3][CH:4]1[CH2:12][C:11]2[C:6](=[CH:7][CH:8]=[CH:9][C:10]=2[Cl:13])[C:5]1=O.O.[NH2:16][CH2:17][CH:18]([OH:20])[CH3:19]>C1(C)C=CC=CC=1.C1(C)C=CC(S(O)(=O)=O)=CC=1>[Cl:13][C:10]1[CH:9]=[CH:8][CH:7]=[C:6]2[C:11]=1[CH2:12][C:4]1[CH:3]=[CH:2][N:16]([CH2:17][CH:18]([OH:20])[CH3:19])[C:5]=12. Procedure details: A solution of 2.08 g of (RS)-2-(2-oxoethyl)-4-chloro-1-indanone and 80 mg of p-toluenesulfonic acid in 70 ml of anhydrous toluene was heated on a water separator. A solution of 3.0 g of (RS)-1-amino-2-propanol in 20 ml of anhydrous toluene was added dropwise to the boiling solution over a period of 5 minutes. Subsequently, the mixture was boiled for an additional 45 minutes, during which the solvent was reduced to a volume of 20 ml. The cooled reaction mixture was purified by column chromatograp...